This data is from the Open Reaction Database (ORD), a public repository of structured organic reaction records. The task is: describe an organic reaction: reactants, conditions, products, and yield The reactants are ClCCl, O=[Cr](=O)([O-])Cl, CN(C(=O)c1ccc2nonc2c1)C1CCCC(O)C1, c1cc[nH+]cc1. The product is CN(C(=O)c1ccc2nonc2c1)C1CCCC(=O)C1. As a reaction SMILES: [Cl:32][CH2:33][Cl:34].[O:21]=[Cr:22]([Cl:23])([O-:24])=[O:25].[OH:1][CH:2]1[CH2:3][CH:4]([N:8]([C:9](=[O:10])[c:11]2[cH:12][c:13]3[c:14]([n:15][o:16][n:17]3)[cH:18][cH:19]2)[CH3:20])[CH2:5][CH2:6][CH2:7]1.[nH+:26]1[cH:27][cH:28][cH:29][cH:30][cH:31]1>>[O:1]=[C:2]1[CH2:3][CH:4]([N:8]([C:9](=[O:10])[c:11]2[cH:12][c:13]3[c:14]([n:15][o:16][n:17]3)[cH:18][cH:19]2)[CH3:20])[CH2:5][CH2:6][CH2:7]1. The reactants are CCN(CC)c1ccccc1, O, CCOC(=O)c1cnc(O)nc1NCc1ccc(OC)c(Cl)c1, O=P(Cl)(Cl)Cl. Product: CCOC(=O)c1cnc(Cl)nc1NCc1ccc(OC)c(Cl)c1. As a reaction SMILES: [CH2:24]([N:25]([CH2:26][CH3:27])[c:28]1[cH:29][cH:30][cH:31][cH:32][cH:33]1)[CH3:34].[OH2:40].[OH:1][c:2]1[n:3][cH:4][c:5]([C:19](=[O:20])[O:21][CH2:22][CH3:23])[c:6]([NH:8][CH2:9][c:10]2[cH:11][c:12]([Cl:18])[c:13]([O:16][CH3:17])[cH:14][cH:15]2)[n:7]1.[P:35]([Cl:36])([Cl:37])([Cl:38])=[O:39]>>[c:2]1([Cl:37])[n:3][cH:4][c:5]([C:19](=[O:20])[O:21][CH2:22][CH3:23])[c:6]([NH:8][CH2:9][c:10]2[cH:11][c:12]([Cl:18])[c:13]([O:16][CH3:17])[cH:14][cH:15]2)[n:7]1.